From a dataset of the Open Reaction Database (ORD), a public repository of structured organic reaction records. describe an organic reaction: reactants, conditions, products, and yield Reactants: C(C)(C)(C)OC(=O)N1CC2=CC(=CC=C2CC1)C(=O)O (2-(tert-butoxycarbonyl)-1,2,3,4-tetrahydroisoquinoline-7-carboxylic acid), [H-].[H-].[H-].[H-].[Li+].[Al+3] (LAH). Run in C1CCOC1 (THF). Run at temperature 0 celsius, time 2 hour. The product is OCC1=CC=C2CCN(CC2=C1)C(=O)OC(C)(C)C (tert-butyl 7-(hydroxymethyl)-3,4-dihydroisoquinoline-2(1H)-carboxylate). Reaction SMILES: [C:1]([O:5][C:6]([N:8]1[CH2:17][CH2:16][C:15]2[C:10](=[CH:11][C:12]([C:18](O)=[O:19])=[CH:13][CH:14]=2)[CH2:9]1)=[O:7])([CH3:4])([CH3:3])[CH3:2].[H-].[H-].[H-].[H-].[Li+].[Al+3]>C1COCC1>[OH:19][CH2:18][C:12]1[CH:11]=[C:10]2[C:15]([CH2:16][CH2:17][N:8]([C:6]([O:5][C:1]([CH3:4])([CH3:3])[CH3:2])=[O:7])[CH2:9]2)=[CH:14][CH:13]=1 |f:1.2.3.4.5.6|. Procedure: To a solution of 2-(tert-butoxycarbonyl)-1,2,3,4-tetrahydroisoquinoline-7-carboxylic acid (0.689 g, 2.48 mmol) in THF (6 mL) at 0° C. was added LAH (4.97 mL of 1.0 M in THF, 4.97 mmol) dropwise under nitrogen. The reaction mixture was allowed to stir for 2 hours at 0° C., and then quenched with saturated aqueous ammonium chloride solution. The mixture was partitioned between water and EtOAc. The aqueous layer was extracted three times with EtOAc. The combined organic layers were dried over sodiu...